This data is from the Open Reaction Database (ORD), a public repository of structured organic reaction records. The task is: describe an organic reaction: reactants, conditions, products, and yield Starting materials: C[Si](C)(C)[N-][Si](C)(C)C.[Li+] (lithium bis(trimethylsilyl)amide), solution, C(C)C1OC(C2=C1SC=C2)=O (6-ethyl-6H-thieno[2,3-c]furan-4-one), Cl (HCl), FC=1C=C2CC(NC2=CC1)=O (5-fluoro-1,3-dihydro-indol-2-one). Run in C1CCOC1 (THF), C1CCOC1 (THF), C1CCOC1 (THF). Conditions: temperature 0 celsius, time 10 minute. Yields the product FC=1C=C2C(C(NC2=CC1)=O)=C1C2=C(C(O1)C)SC=C2 (5-Fluoro-3-(6-methyl-6H-thieno[2,3-c]furan-4-ylidene)-1,3-dihydro-indol-2-one). Reaction SMILES: [F:1][C:2]1[CH:3]=[C:4]2[C:8](=[CH:9][CH:10]=1)[NH:7][C:6](=[O:11])[CH2:5]2.C[Si]([N-][Si](C)(C)C)(C)C.[Li+].[CH2:22]([CH:24]1[C:28]2[S:29][CH:30]=[CH:31][C:27]=2[C:26](=O)[O:25]1)C.Cl>C1COCC1>[F:1][C:2]1[CH:3]=[C:4]2[C:8](=[CH:9][CH:10]=1)[NH:7][C:6](=[O:11])[C:5]2=[C:26]1[O:25][CH:24]([CH3:22])[C:28]2[S:29][CH:30]=[CH:31][C:27]1=2 |f:1.2|. Procedure: A solution of 5-fluoro-1,3-dihydro-indol-2-one (453 mg, 3.0 mmol.) in THF (3 mL) is cooled to 0° C. under an Argon atmosphere and treated with a solution of lithium bis(trimethylsilyl)amide (6.0 mL of a 1 M solution in THF, 6.0 mmol) dropwise. The resulting solution is stirred at 0° C. for 10 min and warmed to room temperature. A solution of 6-ethyl-6H-thieno[2,3-c]furan-4-one, (310 mg, 2.0 mmol) in THF (5 mL) is added dropwise to the reaction mixture. The resulting solution is stirred for 4 h. ... Reactants: ethereal complex, B(F)(F)F (boron trifluoride), FF (fluorine), N1=CC=CC=C1 (pyridine), FF (fluorine). Run in C(C)#N (acetonitrile). Conditions: time 5 hour. Product: F[B-](F)(F)F.F[N+]1=CC=CC=C1 (N-fluoropyridinium tetrafluoroborate). The yield is 69.0%. As a reaction SMILES: [N:1]1[CH:6]=[CH:5][CH:4]=[CH:3][CH:2]=1.[F:7]F.[B:9]([F:12])([F:11])[F:10]>C(#N)C>[F:10][B-:9]([F:7])([F:12])[F:11].[F:10][N+:1]1[CH:6]=[CH:5][CH:4]=[CH:3][CH:2]=1 |f:4.5|. Reported procedure: To a 30 ml anhydrous acetonitrile solution containing 0.71 g (8.98 mmole) of pyridine a mixed gas of fluorine and nitrogen (1:9) was introduced at a rate of 20 ml/min. at -40° C. under vigorous stirring, the amount of fluorine gas introduced being 26 mmoles. Subsequently, at the same temperature, 1 ml (8.13 mmole) of an ethereal complex of boron trifluoride as the Lewis acid was added and the resulting solution was stirred for 5 hours. The post treatment was effected as in example 13 to give 0.9... Reactants: O=C1CCC(=O)N1Br, C[Si](C)(C)CCOCn1cnc(C#N)c1, CCOC(C)=O, ClC(Cl)(Cl)Cl, CC(C)(C#N)N=NC(C)(C)C#N. Yields the product C[Si](C)(C)CCOCn1cc(C#N)nc1Br. Reaction SMILES: [Br:16][N:17]1[C:18](=[O:19])[CH2:20][CH2:21][C:22]1=[O:23].[CH3:1][Si:2]([CH2:3][CH2:4][O:5][CH2:6][n:7]1[cH:8][n:9][c:10]([C:12]#[N:13])[cH:11]1)([CH3:14])[CH3:15].[CH3:41][CH2:42][O:43][C:44]([CH3:45])=[O:46].[Cl:36][C:37]([Cl:38])([Cl:39])[Cl:40].[N:24]([C:25]([CH3:26])([CH3:27])[C:28]#[N:29])=[N:30][C:31]([CH3:32])([CH3:33])[C:34]#[N:35]>>[CH3:1][Si:2]([CH2:3][CH2:4][O:5][CH2:6][n:7]1[c:8]([Br:16])[n:9][c:10]([C:12]#[N:13])[cH:11]1)([CH3:14])[CH3:15]. Reactants: C(C)(C)(C)OC(=O)N(C=1C(=NC(=CN1)Br)C(=O)OC)C(=O)OC(C)(C)C (methyl 3-(bis(tert-butoxycarbonyl)amino)-6-bromopyrazine-2-carboxylate), C(=C)(C)B1OC(C(O1)(C)C)(C)C (2-isopropenyl-4,4,5,5-tetramethyl-1,3,2-dioxaborolane). Yields the product C(C)(C)(C)OC(=O)N(C=1C(=NC(=CN1)C(=C)C)C(=O)OC)C(=O)OC(C)(C)C (Methyl 3-(bis(tert-butoxycarbonyl)amino)-6-(prop-1-en-2-yl)pyrazine-2-carboxylate). Reaction SMILES: [C:1]([O:5][C:6]([N:8]([C:20]([O:22][C:23]([CH3:26])([CH3:25])[CH3:24])=[O:21])[C:9]1[C:10]([C:16]([O:18][CH3:19])=[O:17])=[N:11][C:12](Br)=[CH:13][N:14]=1)=[O:7])([CH3:4])([CH3:3])[CH3:2].[C:27](B1OC(C)(C)C(C)(C)O1)([CH3:29])=[CH2:28]>>[C:1]([O:5][C:6]([N:8]([C:20]([O:22][C:23]([CH3:26])([CH3:25])[CH3:24])=[O:21])[C:9]1[C:10]([C:16]([O:18][CH3:19])=[O:17])=[N:11][C:12]([C:27]([CH3:29])=[CH2:28])=[CH:13][N:14]=1)=[O:7])([CH3:4])([CH3:3])[CH3:2]. Reported procedure: The product was obtained starting from methyl 3-(bis(tert-butoxycarbonyl)amino)-6-bromopyrazine-2-carboxylate (1.13 g, 2.61 mmol) and 2-isopropenyl-4,4,5,5-tetramethyl-1,3,2-dioxaborolane (672 μl, 3.4 mmol) according to the method described in example A-1, step 1 after extraction with ethyl acetate and purification by silica gel chromatography using a heptane/ethyl acetate gradient as yellow viscous oil (323 mg, 31%). Reactants: N(=[N+]=[N-])CCCS(=O)(=O)O (3-Azidopropanesulfonic acid), P(Cl)(Cl)(Cl)(Cl)Cl (PCl5), [Na] (sodium), 5. The solvent is C1=CC=CC=C1 (benzene). Run at time 30 minute. Product: N(=[N+]=[N-])CCCS(=O)(=O)Cl (3-azido-1-propanesulfonyl chloride). RXN SMILES: [N:1]([CH2:4][CH2:5][CH2:6][S:7]([OH:10])(=O)=[O:8])=[N+:2]=[N-:3].[Na].P(Cl)(Cl)(Cl)(Cl)[Cl:13]>C1C=CC=CC=1>[N:1]([CH2:4][CH2:5][CH2:6][S:7]([Cl:13])(=[O:10])=[O:8])=[N+:2]=[N-:3] |^1:10|. Procedure: 3-Azidopropanesulfonic acid, sodium salt 5 (1.87 g, 10.0 mmol) was suspended in dry benzene (20 mL), and PCl5 (2.3 g, 10.5 mmol) was added to the suspension. The mixture was stirred at room temperature for 30 minutes, then at gentle reflux for about 1 hour. The benzene and P(O)Cl3 were removed by evaporation under reduced pressure. Benzene was added to the crude mixture and the solvent was removed again under reduced pressure. The residue was dried in vacuo. The dried residue was dissolved in di... The reactants are O=C([O-])O, CC1=NN(c2ccc3c(c2)CCCC3)C(=O)C1, Cl, O=N[O-], Nc1cccc(-c2c[nH]c(C(=O)O)c2)c1O, [Na+], [Na+]. Product: CC1=NN(c2ccc3c(c2)CCCC3)C(=O)C1=NNc1cccc(-c2c[nH]c(C(=O)O)c2)c1O. RXN SMILES: [C:38](=[O:39])([OH:40])[O-:41].[CH3:21][C:22]1=[N:26][N:25]([c:27]2[cH:28][c:29]3[c:34]([cH:35][cH:36]2)[CH2:33][CH2:32][CH2:31][CH2:30]3)[C:24](=[O:37])[CH2:23]1.[ClH:43].[N:17]([O-:18])=[O:19].[NH2:1][c:2]1[c:3]([OH:16])[c:4](-[c:8]2[cH:9][c:10]([C:13](=[O:14])[OH:15])[nH:11][cH:12]2)[cH:5][cH:6][cH:7]1.[Na+:20].[Na+:42]>>[NH:1]([c:2]1[c:3]([OH:16])[c:4](-[c:8]2[cH:9][c:10]([C:13](=[O:14])[OH:15])[nH:11][cH:12]2)[cH:5][cH:6][cH:7]1)[N:17]=[C:23]1[C:22]([CH3:21])=[N:26][N:25]([c:27]2[cH:28][c:29]3[c:34]([cH:35][cH:36]2)[CH2:33][CH2:32][CH2:31][CH2:30]3)[C:24]1=[O:37].